This data is from the Open Reaction Database (ORD), a public repository of structured organic reaction records. The task is: describe an organic reaction: reactants, conditions, products, and yield Starting materials: CN(C1=NC2=CC=C(C=C2N=C1)Cl)C1=CC=C(OC(C(=O)OC)C)C=C1 (Methyl 2-{4-[N-methyl-N-(6-chloroquinoxalin-2-yl)amino]phenoxy}propionate), [OH-].[Na+] (sodium hydroxide). The solvent is C(C)O (ethanol), O (water), C(C)O (ethanol). Reaction conditions: time 48 hour. Product: CN(C1=NC2=CC=C(C=C2N=C1)Cl)C1=CC=C(OC(C(=O)O)C)C=C1 (2-{4-[N-Methyl-N-(6-chloroquinoxalin-2-yl)amino]phenoxy}propionic Acid). Reaction SMILES: [CH3:1][N:2]([C:14]1[CH:26]=[CH:25][C:17]([O:18][CH:19]([CH3:24])[C:20]([O:22]C)=[O:21])=[CH:16][CH:15]=1)[C:3]1[CH:12]=[N:11][C:10]2[C:5](=[CH:6][CH:7]=[C:8]([Cl:13])[CH:9]=2)[N:4]=1.[OH-].[Na+]>C(O)C.O>[CH3:1][N:2]([C:14]1[CH:26]=[CH:25][C:17]([O:18][CH:19]([CH3:24])[C:20]([OH:22])=[O:21])=[CH:16][CH:15]=1)[C:3]1[CH:12]=[N:11][C:10]2[C:5](=[CH:6][CH:7]=[C:8]([Cl:13])[CH:9]=2)[N:4]=1 |f:1.2|. Procedure details: Methyl 2-{4-[N-methyl-N-(6-chloroquinoxalin-2-yl)amino]phenoxy}propionate (1.0 g; compound no 26, Example 8) was suspended in ethanol (5 ml) and a solution of sodium hydroxide (0.11 g) in water (5 ml) was added over a period of 45 minutes. Further ethanol (6 ml) was added and the mixture was stirred at room temperature for a period of 48 hours. The ethanol was removed by distillation under reduced pressure, the residue was dissolved in water and the aqueous solution was acidified to pH 4 by the ... Starting materials: NC1=CC(CC(C1)(C)C)=O (3-amino-5,5-dimethyl-2-cyclohexen-1-one), ClC1=C(C=C(C=O)C=C1)OC1=CC=CC=C1 (4-chloro-3-phenoxybenzaldehyde). Yields the product ClC1=C(C=C(C=C1)C1C=2C(CC(CC2NC=2CC(CC(C12)=O)(C)C)(C)C)=O)OC1=CC=CC=C1 (9-(4-chloro-3-phenoxyphenyl)-3,4,6,7,9,10-hexahydro-3,3,6,6-tetramethyl-1,8(2H,5H)-acridinedione). Reaction SMILES: [NH2:1][C:2]1[CH2:7][C:6]([CH3:9])([CH3:8])[CH2:5][C:4](=[O:10])[CH:3]=1.[Cl:11][C:12]1[CH:19]=[CH:18][C:15]([CH:16]=O)=[CH:14][C:13]=1[O:20][C:21]1[CH:26]=[CH:25][CH:24]=[CH:23][CH:22]=1>>[Cl:11][C:12]1[CH:19]=[CH:18][C:15]([CH:16]2[C:3]3[C:4](=[O:10])[CH2:5][C:6]([CH3:9])([CH3:8])[CH2:7][C:2]=3[NH:1][C:2]3[CH2:7][C:6]([CH3:9])([CH3:8])[CH2:5][C:4](=[O:10])[C:3]2=3)=[CH:14][C:13]=1[O:20][C:21]1[CH:26]=[CH:25][CH:24]=[CH:23][CH:22]=1. Procedure: Reaction of 3-amino-5,5-dimethyl-2-cyclohexen-1-one with 4-chloro-3-phenoxybenzaldehyde in an analogous manner to that described in Example 1 gave 9-(4-chloro-3-phenoxyphenyl)-3,4,6,7,9,10-hexahydro-3,3,6,6-tetramethyl-1,8(2H,5H)-acridinedione. Crystallization from dimethylformamide/water gave a yellow crystalline solid of melting point 246-248° C. Starting materials: C(CCCCC(=O)NN)(=O)NN (adipic acid dihydrazide), S(=O)(Cl)Cl (thionyl chloride), ClC1=CC=CC=C1 (chlorobenzene), C1(=CC=CC=C1)CC(=O)O (phenylacetic acid), N1=CC=CC=C1 (pyridine). Reaction conditions: time 1 hour. Yields the product C1(=CC=CC=C1)N(NC1=CC=CC=C1)C(C(CCCC(=O)NN)C(C)=O)=O (N,N'-Diphenylacetyl-adipic acid dihydrazide). Isolated yield 63.0%. RXN SMILES: [C:1]([NH:11][NH2:12])(=[O:10])[CH2:2][CH2:3][CH2:4][CH2:5][C:6]([NH:8][NH2:9])=[O:7].[C:13]1(CC(O)=O)[CH:18]=[CH:17][CH:16]=[CH:15][CH:14]=1.N1[CH:28]=[CH:27]C=CC=1.S(Cl)(Cl)=[O:30].Cl[C:34]1[CH:39]=[CH:38][CH:37]=[CH:36][CH:35]=1>>[C:34]1([N:8]([C:6](=[O:7])[CH:5]([C:27](=[O:30])[CH3:28])[CH2:4][CH2:3][CH2:2][C:1]([NH:11][NH2:12])=[O:10])[NH:9][C:13]2[CH:14]=[CH:15][CH:16]=[CH:17][CH:18]=2)[CH:39]=[CH:38][CH:37]=[CH:36][CH:35]=1. Reported procedure: 17.4 g (0.1 mol) of adipic acid dihydrazide and 27.2 g (0.2 mol) of phenylacetic acid are suspended in 230 ml of chlorobenzene, 2.0 g (0.025 mol) of pyridine are added and the mixture is heated to the boil. Thereafter 26.2 g (0.22 mol) of thionyl chloride are added dropwise, whereupon the vigorous reaction commences. The suspension turns slightly brown. After boiling for 1 hour it is cooled and filtered and the product is washed with methanol. N,N'-Diphenylacetyl-adipic acid dihydrazide of melti... Reactants: COc1c(F)cc(Br)cc1CO, CN(C)C=O, CCOC(C)=O, CC(C)(C)[Si](Cl)(c1ccccc1)c1ccccc1, c1c[nH]cn1. Yields the product COc1c(F)cc(Br)cc1CO[Si](c1ccccc1)(c1ccccc1)C(C)(C)C. Reaction SMILES: [Br:1][c:2]1[cH:3][c:4]([F:12])[c:5]([O:10][CH3:11])[c:6]([CH2:7][OH:8])[cH:9]1.[CH3:36][N:37]([CH3:38])[CH:39]=[O:40].[CH3:41][CH2:42][O:43][C:44](=[O:45])[CH3:46].[Cl:18][Si:19]([c:20]1[cH:21][cH:22][cH:23][cH:24][cH:25]1)([c:26]1[cH:27][cH:28][cH:29][cH:30][cH:31]1)[C:32]([CH3:33])([CH3:34])[CH3:35].[nH:13]1[cH:14][cH:15][n:16][cH:17]1>>[Br:1][c:2]1[cH:3][c:4]([F:12])[c:5]([O:10][CH3:11])[c:6]([CH2:7][O:8][Si:19]([c:20]2[cH:21][cH:22][cH:23][cH:24][cH:25]2)([c:26]2[cH:27][cH:28][cH:29][cH:30][cH:31]2)[C:32]([CH3:33])([CH3:34])[CH3:35])[cH:9]1. Reactants: O=C([O-])[O-], CCOC(C)=O, CC(C)n1cncn1, [Cs+], [Cs+], [Cu]I, COC(=O)c1ccc2c(c1)OCCn1cc(I)nc1-2, [NH4+], CN(C)C=O, [OH-], O. The product is COC(=O)c1ccc2c(c1)OCCn1cc(-c3ncnn3C(C)C)nc1-2. Reaction SMILES: [C:28](=[O:29])([O-:30])[O-:31].[CH3:39][CH2:40][O:41][C:42]([CH3:43])=[O:44].[CH:20]([CH3:21])([CH3:22])[n:23]1[n:24][cH:25][n:26][cH:27]1.[Cs+:32].[Cs+:33].[Cu:37][I:38].[I:1][c:2]1[n:3][c:4]2[n:5]([cH:19]1)[CH2:6][CH2:7][O:8][c:9]1[c:10]-2[cH:11][cH:12][c:13]([C:15](=[O:16])[O:17][CH3:18])[cH:14]1.[NH4+:36].[O:45]=[CH:46][N:47]([CH3:48])[CH3:49].[OH-:35].[OH2:34]>>[c:2]1(-[c:27]2[n:23]([CH:20]([CH3:21])[CH3:22])[n:24][cH:25][n:26]2)[n:3][c:4]2[n:5]([cH:19]1)[CH2:6][CH2:7][O:8][c:9]1[c:10]-2[cH:11][cH:12][c:13]([C:15](=[O:16])[O:17][CH3:18])[cH:14]1. The reactants are BrCCCCc1ccccc1, C#CCO, CCCC[N+](CCCC)(CCCC)CCCC, [Na+], [OH-], O, O=S(=O)([O-])O. Product: C#CCOCCCCc1ccccc1. As a reaction SMILES: [Br:5][CH2:6][CH2:7][CH2:8][CH2:9][c:10]1[cH:11][cH:12][cH:13][cH:14][cH:15]1.[CH2:1]([C:2]#[CH:3])[OH:4].[CH2:23]([N+:24]([CH2:25][CH2:26][CH2:27][CH3:28])([CH2:29][CH2:30][CH2:31][CH3:32])[CH2:33][CH2:34][CH2:35][CH3:36])[CH2:37][CH2:38][CH3:39].[Na+:17].[OH-:16].[OH2:40].[S:18](=[O:19])(=[O:20])([OH:21])[O-:22]>>[CH2:1]([C:2]#[CH:3])[O:4][CH2:6][CH2:7][CH2:8][CH2:9][c:10]1[cH:11][cH:12][cH:13][cH:14][cH:15]1. The reactants are C(C)(C)OC1(CC1)C1=CC=C(C=C1)C#CC1=CC=C(C(=O)OCC)C=C1 (ethyl 4-[4-(1-isopropoxycyclopropyl)-phenylethynyl]-benzoate), C(C)(C)OC1(CC1)C1=CC=C(C=C1)C#CC1=CC=C(C(=O)OCC)C=C1 (ethyl 4-[4-(1-isopropoxycyclopropyl)-phenylethynyl]-benzoate), C(C)OC(C1=CC=C(C=C1)I)=O (ethyl-4-iodo-benzoate), C(C)OC(C1=CC=C(C=C1)I)=O (ethyl-4-iodo-benzoate). The reagents and catalysts are [Cu]I (copper(I)iodide), Cl[Pd]([P](C1=CC=CC=C1)(C2=CC=CC=C2)C3=CC=CC=C3)([P](C4=CC=CC=C4)(C5=CC=CC=C5)C6=CC=CC=C6)Cl (Dichlorobis(triphenylphosphine)palladium(II)). Solvent: C(C)N(CC)CC (triethylamine). Reaction conditions: time 8 hour. Yields the product EtOAc—hexanes, C(C1=CC=CC=C1)OC1(CC1)C1=CC=C(C=C1)C#CC1=CC=C(C(=O)OCC)C=C1 (Ethyl 4-[4-(1-benzyloxycyclopropyl)-phenylethynyl]-benzoate). Isolated yield 89.3%. RXN SMILES: [CH:1]([O:4][C:5]1([C:8]2[CH:13]=[CH:12][C:11]([C:14]#[C:15][C:16]3[CH:26]=[CH:25][C:19]([C:20]([O:22][CH2:23][CH3:24])=[O:21])=[CH:18][CH:17]=3)=[CH:10][CH:9]=2)[CH2:7][CH2:6]1)([CH3:3])C.C(OC(=O)[C:31]1[CH:36]=[CH:35]C(I)=[CH:33][CH:32]=1)C>C(N(CC)CC)C.[Cu]I.Cl[Pd](Cl)([P](C1C=CC=CC=1)(C1C=CC=CC=1)C1C=CC=CC=1)[P](C1C=CC=CC=1)(C1C=CC=CC=1)C1C=CC=CC=1>[CH2:1]([O:4][C:5]1([C:8]2[CH:9]=[CH:10][C:11]([C:14]#[C:15][C:16]3[CH:26]=[CH:25][C:19]([C:20]([O:22][CH2:23][CH3:24])=[O:21])=[CH:18][CH:17]=3)=[CH:12][CH:13]=2)[CH2:7][CH2:6]1)[C:3]1[CH:35]=[CH:36][CH:31]=[CH:32][CH:33]=1 |^1:50,69|. Reported procedure: Using General Procedure F; 1-ethynyl-4-(1-benzyloxycyclopropyl)-benzene (Intermediate 71, 60.0 mg, 0.24 mmol) and ethyl-4-iodo benzoate (Reagent A, 72.0 mg, 0.26 mmol) in triethylamine (4 mL) was treated with copper(I)iodide (17.0 mg, 0.09 mmol) and sparged with argon for 5 minutes. Dichlorobis(triphenylphosphine)palladium(II) (61 mg, 0.09 mmol) was added and the reaction mixture was stirred overnight at room temperature. Column chromatography (2-4% EtOAc—hexanes) afforded 85.0 mg (91%) of the t... Starting materials: CCOC(=O)C(CC(C)C)c1cc(Cl)c(O)c(Br)c1, FC(F)(F)CI, [K+], [K+], O=C([O-])[O-], CN(C)C=O, O. Product: CCOC(=O)C(CC(C)C)c1cc(Cl)c(OCC(F)(F)F)c(Br)c1. As a reaction SMILES: [Br:1][c:2]1[cH:3][c:4]([CH:10]([C:11](=[O:12])[O:13][CH2:14][CH3:15])[CH2:16][CH:17]([CH3:18])[CH3:19])[cH:5][c:6]([Cl:9])[c:7]1[OH:8].[F:26][C:27]([CH2:28][I:29])([F:30])[F:31].[K+:20].[K+:21].[O-:22][C:23]([O-:24])=[O:25].[O:33]=[CH:34][N:35]([CH3:36])[CH3:37].[OH2:32]>>[Br:1][c:2]1[cH:3][c:4]([CH:10]([C:11](=[O:12])[O:13][CH2:14][CH3:15])[CH2:16][CH:17]([CH3:18])[CH3:19])[cH:5][c:6]([Cl:9])[c:7]1[O:8][CH2:28][C:27]([F:26])([F:30])[F:31].